From a dataset of the Open Reaction Database (ORD), a public repository of structured organic reaction records. describe an organic reaction: reactants, conditions, products, and yield Reactants: N1=CC=C(C=C1)C=O (pyridine-4-carbaldehyde), C(C)OC(CN)OCC (2,2-diethoxy-ethylamine). Run in C1(=CC=CC=C1)C (toluol). The product is C(C)OC(CN=CC1=CC=NC=C1)OCC ((2,2-Diethoxy-ethyl)-pyridin-4-ylmethylene-amine). The yield is 100.0%. As a reaction SMILES: [N:1]1[CH:6]=[CH:5][C:4]([CH:7]=O)=[CH:3][CH:2]=1.[CH2:9]([O:11][CH:12]([O:15][CH2:16][CH3:17])[CH2:13][NH2:14])[CH3:10]>C1(C)C=CC=CC=1>[CH2:9]([O:11][CH:12]([O:15][CH2:16][CH3:17])[CH2:13][N:14]=[CH:7][C:4]1[CH:3]=[CH:2][N:1]=[CH:6][CH:5]=1)[CH3:10]. Procedure details: 300 g pyridine-4-carbaldehyde and 372 g 2,2-diethoxy-ethylamine were refluxed in 2 L toluol over night. The mixture was evaporated to give 621 g of the desired product. The residue was purified by chromatographie on silica to give 100 g desired product. Starting materials: C(C)OC(=O)C=1C=NN(C1)C1=NC2=CC(=C(C=C2C(N1)=O)OC)OC (1-(6,7-dimethoxy-4-oxo-3,4-dihydro-quinazolin-2-yl)-1H-pyrazole-4-carboxylic acid ethyl ester), [OH-].[K+] (KOH). The solvent is C1CCOC1 (THF). Run at time 4 hour. Product: COC=1C=C2C(NC(=NC2=CC1OC)N1N=CC(=C1)C(=O)O)=O (1-(6,7-dimethoxy-4-oxo-3,4-dihydro-quinazolin-2-yl)-1H-pyrazole-4-carboxylic acid). Isolated yield 89.8%. As a reaction SMILES: C([O:3][C:4]([C:6]1[CH:7]=[N:8][N:9]([C:11]2[NH:20][C:19](=[O:21])[C:18]3[C:13](=[CH:14][C:15]([O:24][CH3:25])=[C:16]([O:22][CH3:23])[CH:17]=3)[N:12]=2)[CH:10]=1)=[O:5])C.[OH-].[K+]>C1COCC1>[CH3:23][O:22][C:16]1[CH:17]=[C:18]2[C:13](=[CH:14][C:15]=1[O:24][CH3:25])[N:12]=[C:11]([N:9]1[CH:10]=[C:6]([C:4]([OH:5])=[O:3])[CH:7]=[N:8]1)[NH:20][C:19]2=[O:21] |f:1.2|. Reported procedure: A mixture of 1-(6,7-dimethoxy-4-oxo-3,4-dihydro-quinazolin-2-yl)-1H-pyrazole-4-carboxylic acid ethyl ester (0.28 g, 0.81 mmol), 1M aq. KOH (3.0 mL) and THF (3.0 mL) was stirred for 4 h. The mixture was concentrated to remove the THF and the aqueous residue was acidified to pH 2 with 1M aq. HCl. The resulting precipitate was collected by filtration to provide the titled compound (0.23 g, 89%). MS (ESI): mass calcd. for C14H12N4O5, 316.3; m/z found, 317.1 [M+H]+. 1H NMR (400 MHz, DMSO-d6): 13.32-1...